This data is from the Open Reaction Database (ORD), a public repository of structured organic reaction records. The task is: describe an organic reaction: reactants, conditions, products, and yield Starting materials: C1CCOC1, CCCCCC, CCO, Cl, CC(=O)CNC(=O)C(Cc1ccc(OC(F)(F)F)cc1)NC(=O)c1ccc(OCCC(F)(F)F)cc1, NO. Yields the product CC(CNC(=O)C(Cc1ccc(OC(F)(F)F)cc1)NC(=O)c1ccc(OCCC(F)(F)F)cc1)=NO. RXN SMILES: [CH2:7]1[O:8][CH2:9][CH2:10][CH2:11]1.[CH3:48][CH2:49][CH2:50][CH2:51][CH2:52][CH3:53].[CH3:4][CH2:5][OH:6].[ClH:1].[O:12]=[C:13]([CH:14]([CH2:15][c:16]1[cH:17][cH:18][c:19]([O:22][C:23]([F:24])([F:25])[F:26])[cH:20][cH:21]1)[NH:27][C:28]([c:29]1[cH:30][cH:31][c:32]([O:35][CH2:36][CH2:37][C:38]([F:39])([F:40])[F:41])[cH:33][cH:34]1)=[O:42])[NH:43][CH2:44][C:45]([CH3:46])=[O:47].[OH:2][NH2:3]>>[OH:2][N:3]=[C:45]([CH2:44][NH:43][C:13](=[O:12])[CH:14]([CH2:15][c:16]1[cH:17][cH:18][c:19]([O:22][C:23]([F:24])([F:25])[F:26])[cH:20][cH:21]1)[NH:27][C:28]([c:29]1[cH:30][cH:31][c:32]([O:35][CH2:36][CH2:37][C:38]([F:39])([F:40])[F:41])[cH:33][cH:34]1)=[O:42])[CH3:46]. Reactants: ClC1=C(C(=CC(=C1)Cl)Cl)[N+](=O)[O-] (2,4,6-trichloronitrobenzene), NCCCO (3-amino-1-propanol), ice. Run at temperature 80 celsius, time 30 minute. Product: ClC1=CC(=C(C(=C1)NCCCO)[N+](=O)[O-])NCCCO (4-chloro-2-(γ-hydroxypropyl)amino-6-(γ-hydroxypropyl)aminonitrobenzene). As a reaction SMILES: Cl[C:2]1[CH:7]=[C:6]([Cl:8])[CH:5]=[C:4](Cl)[C:3]=1[N+:10]([O-:12])=[O:11].[NH2:13][CH2:14][CH2:15][CH2:16][OH:17]>>[Cl:8][C:6]1[CH:5]=[C:4]([NH:13][CH2:14][CH2:15][CH2:16][OH:17])[C:3]([N+:10]([O-:12])=[O:11])=[C:2]([NH:13][CH2:14][CH2:15][CH2:16][OH:17])[CH:7]=1. Procedure: 0.22 mole (50 g) of 2,4,6-trichloronitrobenzene is added in portions to 150 ml of 3-amino-1-propanol heated to 80° C., with stirring. Heating is continued for 1 hour 30 minutes after the addition is complete. The reaction medium is poured into 300 g of ice-cold water. An oil which crystallizes on adding concentrated hydrochloric acid is obtained. The precipitate of the expected product is drained, washed with a 2N solution of hydrochloric acid and then with water to neutrality. After drying at 4... Procedure: 2-Chloro-4,5-dimethoxybenzaldehyde (5.00 g, 24.9 mmol; commercially available from Akos Consulting) is dissolved at room temperature in conc. H2SO4 (23 mL; Riedel) at room temperature. The deeply colored mixture is heated at 65° C. overnight with stirring, and after cooling is poured with caution into ice-water containing 38 g of solid NaOH (pH 14). The water phase is washed twice with AcOEt, and then is adjusted to pH 1 by addition of HCl 37% with ice-cooling to form a white suspension. Extract... Solvent: OS(=O)(=O)O (H2SO4). RXN SMILES: [Cl:1][C:2]1[CH:9]=[C:8]([O:10][CH3:11])[C:7]([O:12]C)=[CH:6][C:3]=1[CH:4]=[O:5].[OH-].[Na+].CCCCCC.CCOC(C)=O>OS(O)(=O)=O>[Cl:1][C:2]1[CH:9]=[C:8]([O:10][CH3:11])[C:7]([OH:12])=[CH:6][C:3]=1[CH:4]=[O:5] |f:1.2,3.4|. The reactants are ClC1=C(C=O)C=C(C(=C1)OC)OC (2-Chloro-4,5-dimethoxybenzaldehyde), CCCCCC.CCOC(=O)C (hexane AcOEt), ice water, [OH-].[Na+] (NaOH). The product is ClC1=C(C=O)C=C(C(=C1)OC)O (2-Chloro-5-hydroxy-4-methoxy-benzaldehyde). Reaction conditions: temperature 65 celsius. Reactants: C(C)(=O)C=1C(=C(C2=C(CCC(O2)(CCC(=O)O)C)C1)CCC)O (racemic-6-acetyl-3,4-dihydro-7-hydroxy-2-methyl-8-n-propyl-2H-1-benzopyran-2-propanoic acid), O.C1(=CC=C(C=C1)S(=O)(=O)O)C (p-toluenesulfonic acid monohydrate), C([O-])(O)=O.[Na+] (sodium bicarbonate). Solvent: C(C)O (ethanol). Yields the product C(C)OC(CCC1(OC2=C(CC1)C=C(C(=C2CCC)O)C(C)=O)C)=O (racemic-6-acetyl-3,4-dihydro-7-hydroxy-2-methyl-8-n-propyl-2H-1-benzopyran-2-propanoic acid ethyl ester). Isolated yield 385.4%. As a reaction SMILES: [C:1]([C:4]1[C:5]([OH:23])=[C:6]([CH2:20][CH2:21][CH3:22])[C:7]2[O:12][C:11]([CH3:18])([CH2:13][CH2:14][C:15]([OH:17])=[O:16])[CH2:10][CH2:9][C:8]=2[CH:19]=1)(=[O:3])[CH3:2].O.[C:25]1(C)C=CC(S(O)(=O)=O)=C[CH:26]=1.C(=O)(O)[O-].[Na+]>C(O)C>[CH2:25]([O:16][C:15](=[O:17])[CH2:14][CH2:13][C:11]1([CH3:18])[CH2:10][CH2:9][C:8]2[CH:19]=[C:4]([C:1](=[O:3])[CH3:2])[C:5]([OH:23])=[C:6]([CH2:20][CH2:21][CH3:22])[C:7]=2[O:12]1)[CH3:26] |f:1.2,3.4|. Reported procedure: A solution of 692 mg of racemic-6-acetyl-3,4-dihydro-7-hydroxy-2-methyl-8-n-propyl-2H-1-benzopyran-2-propanoic acid and 100 mg of p-toluenesulfonic acid monohydrate in 10 ml of absolute ethanol was stirred and refluxed for 17 hours. The resulting solution was cooled and treated with a small amount of saturated sodium bicarbonate then concentrated in vacuo to remove the ethanol. The residue was treated with ether and the ether solution was processed in the usual manner given 752 mg of a yellow oi... Starting materials: C(CC)(=O)Cl (propionyl chloride), NC=1C(=NC(=CC1C)C)NC1=CC=C(C=C1)CCO (2-{4-[(3-Amino-4,6-dimethyl-2-pyridinyl)amino]phenyl}ethanol), C1(=CC=CC=C1)C (toluene), O (water). Yields the product C(CC)(=O)OCCC1=CC=C(C=C1)N1C(=NC=2C1=NC(=CC2C)C)CC (2-[4-(2-Ethyl-5,7-dimethyl-3H-imidazo[4,5-b]pyridin-3-yl)phenyl]ethyl propionate). Reaction SMILES: [NH2:1][C:2]1[C:3]([NH:10][C:11]2[CH:16]=[CH:15][C:14]([CH2:17][CH2:18][OH:19])=[CH:13][CH:12]=2)=[N:4][C:5]([CH3:9])=[CH:6][C:7]=1[CH3:8].[C:20](Cl)(=[O:23])[CH2:21][CH3:22].O.[C:26]1(C)[CH:31]=CC=C[CH:27]=1>>[C:20]([O:19][CH2:18][CH2:17][C:14]1[CH:15]=[CH:16][C:11]([N:10]2[C:3]3=[N:4][C:5]([CH3:9])=[CH:6][C:7]([CH3:8])=[C:2]3[N:1]=[C:27]2[CH2:26][CH3:31])=[CH:12][CH:13]=1)(=[O:23])[CH2:21][CH3:22]. Procedure details: To a stirred suspension of 2-{4-[(3-amino-4,6-dimethyl-2-pyridinyl)amino]phenyl}ethanol (step 4, 1.3 g, 5.1 mmol) in toluene (30 mL) was added dropwise propionyl chloride (990 mg, 10.7 mmol) at 0° C., and the reaction mixture was heated at reflux temperature for 2 h. After cooling, the mixture was poured into water (50 mL) and extracted with ethyl acetate (100 mL). The organic layer was washed with 2N aqueous NaOH (50 mL) and brine (50 mL), then dried (MgSO4). Removal of solvent gave 1.8 g (quan... Starting materials: O=C([O-])[O-], CN(C)C=O, BrC(c1ccccc1)c1ccccc1, [K+], [K+], OCCN1CCNCC1, O. Yields the product OCCN1CCN(C(c2ccccc2)c2ccccc2)CC1. Reaction SMILES: [C:10](=[O:11])([O-:12])[O-:13].[CH3:16][N:17]([CH3:18])[CH:19]=[O:20].[CH:21]([c:22]1[cH:23][cH:24][cH:25][cH:26][cH:27]1)([c:28]1[cH:29][cH:30][cH:31][cH:32][cH:33]1)[Br:34].[K+:14].[K+:15].[N:1]1([CH2:7][CH2:8][OH:9])[CH2:2][CH2:3][NH:4][CH2:5][CH2:6]1.[OH2:35]>>[N:1]1([CH2:7][CH2:8][OH:9])[CH2:2][CH2:3][N:4]([CH:21]([c:22]2[cH:23][cH:24][cH:25][cH:26][cH:27]2)[c:28]2[cH:29][cH:30][cH:31][cH:32][cH:33]2)[CH2:5][CH2:6]1. The reactants are 2S-cis-hydroxy-2,3-dihydro-2-(4-methoxyphenyl)-1,5-benzothiazepin-4-(5H)-one, O[C@@H](C(=O)O)[C@@H](SC1=C(C=CC=C1)NC(C)=O)C1=CC=C(C=C1)OC ((2S,3S)-2-hydroxy-3-(4-methoxyphenyl)-3-(2-acetylaminophenylthio)propionic acid). The solvent is O (water). The product is O[C@@H](C(=O)O)[C@@H](SC1=C(C=CC=C1)N)C1=CC=C(C=C1)OC ((2S,3S)-2-hydroxy-3-(4-methoxyphenyl)-3-(2-aminophenylthio)propionic acid). RXN SMILES: [OH:1][C@H:2]([C@H:6]([C:18]1[CH:23]=[CH:22][C:21]([O:24][CH3:25])=[CH:20][CH:19]=1)[S:7][C:8]1[CH:13]=[CH:12][CH:11]=[CH:10][C:9]=1[NH:14]C(=O)C)[C:3]([OH:5])=[O:4]>O>[OH:1][C@H:2]([C@H:6]([C:18]1[CH:19]=[CH:20][C:21]([O:24][CH3:25])=[CH:22][CH:23]=1)[S:7][C:8]1[CH:13]=[CH:12][CH:11]=[CH:10][C:9]=1[NH2:14])[C:3]([OH:5])=[O:4]. Procedure details: A process for the preparation of 2S-cis-hydroxy-2,3-dihydro-2-(4-methoxyphenyl)-1,5-benzothiazepin-4-(5H)-one, in which (2S,3S)-2-hydroxy-3-(4-methoxyphenyl)-3-(2-acetylaminophenylthio)propionic acid (I) is subjected to prolonged ebollition with 1 to 5 moles of mineral acid which is diluted with water in 1:25 to 1:50 ratios. Reactants: C(=O)C1CCC(CC1)=O (4-formylcyclohexanone), O (water), [Br-].C(CC)C1=CC=C(C[P+](C2=CC=CC=C2)(C2=CC=CC=C2)C2=CC=CC=C2)C=C1 (4-n-propylbenzyltriphenyl phosphonium bromide), CC(C)([O-])C.[K+] (potassium-t-butoxide). Run in C1CCOC1 (THF), C1CCOC1 (THF). Reaction conditions: time 1 hour. Product: C(CC)C1=CC=C(C=C1)C=CC1CCC(CC1)=O (4-(2-(4-n-propylphenyl)ethenyl)cyclohexanone). Yield: 72.3%. As a reaction SMILES: [Br-].[CH2:2]([C:5]1[CH:30]=[CH:29][C:8]([CH2:9][P+](C2C=CC=CC=2)(C2C=CC=CC=2)C2C=CC=CC=2)=[CH:7][CH:6]=1)[CH2:3][CH3:4].CC(C)([O-])C.[K+].[CH:37]([CH:39]1[CH2:44][CH2:43][C:42](=[O:45])[CH2:41][CH2:40]1)=O.O>C1COCC1>[CH2:2]([C:5]1[CH:30]=[CH:29][C:8]([CH:9]=[CH:37][CH:39]2[CH2:44][CH2:43][C:42](=[O:45])[CH2:41][CH2:40]2)=[CH:7][CH:6]=1)[CH2:3][CH3:4] |f:0.1,2.3|. Procedure: Suspension of 114 g of 4-n-propylbenzyltriphenyl phosphonium bromide in 500 ml of THF was stirred under nitrogen gas stream and 32.3 g of potassium-t-butoxide was added thereto at room temperature. After stirred at room temperature for 1 hour, a solution of 31.2 g of 4-formylcyclohexanone in 200 ml of THF was added dropwise to the suspension. After stirred at room temperature for 2 hours, 1 l of water was added thereto and then it was extracted with 1 l of ethyl acetate. Organic layer was washed... The yield is 86.0%. RXN SMILES: [NH2:1][C:2]1[CH:7]=[CH:6][C:5]([C:8]2[CH:9]([CH3:15])[CH2:10][C:11](=[O:14])[NH:12][N:13]=2)=[CH:4][CH:3]=1.C(=O)(O)[O-].[Na+].[Br:21][CH2:22][CH2:23][C:24](Cl)=[O:25]>ClCCl>[Br:21][CH2:22][CH2:23][C:24]([NH:1][C:2]1[CH:7]=[CH:6][C:5]([C:8]2[CH:9]([CH3:15])[CH2:10][C:11](=[O:14])[NH:12][N:13]=2)=[CH:4][CH:3]=1)=[O:25] |f:1.2|. Run in ClCCl (dichloromethane), ClCCl (dichloromethane). Procedure: (-)-6-(4-Aminophenyl)-5-methyl-4,5-dihydro-3(2H)-pyridazinone (0.195 g) suspended in dichloromethane (15 ml) was cooled to 0° C. Aqueous saturated sodium bicarbonate (15 ml) was added to form a two phase system. To the organic phase was added with stirring 3-bromopropionyl chloride (0.248 g) in dichloromethane (5 ml). The mixture was allowed to warm to room temperature and vigorously stirred for 3 hours to give a fine suspension. This was filtered to give the title compound (0.279 g); [α]D25 =-3... Product: BrCCC(=O)NC1=CC=C(C=C1)C=1C(CC(NN1)=O)C ((-)-6-[4-(3-Bromopropionamido)phenyl]-5-methyl-4,5-dihydro-3(2H)-pyridazinone). Run at temperature 0 celsius, time 3 hour. The reactants are NC1=CC=C(C=C1)C=1C(CC(NN1)=O)C ((-)-6-(4-Aminophenyl)-5-methyl-4,5-dihydro-3(2H)-pyridazinone), C([O-])(O)=O.[Na+] (sodium bicarbonate), BrCCC(=O)Cl (3-bromopropionyl chloride).